Dataset: the Open Reaction Database (ORD), a public repository of structured organic reaction records. Task: describe an organic reaction: reactants, conditions, products, and yield Starting materials: BrC=1C=C(C=CC1)C(CO)(F)F (2-(3-Bromopheny)-2,2-difluoroethanol), BrCCCCCCOCC(CCC1=CC=CC=C1)(F)F ({4-[(6-Bromohexyl)oxy]-3,3-difluorobutyl}benzene). Product: BrC1=CC(=CC=C1)C(COCCCCCCBr)(F)F (1-Bromo-3-{2-[(6-bromohexyl)oxy]-1,1-difluoroethyl}benzene). RXN SMILES: [Br:1][C:2]1[CH:3]=[C:4]([C:8]([F:12])([F:11])[CH2:9][OH:10])[CH:5]=[CH:6][CH:7]=1.[Br:13][CH2:14][CH2:15][CH2:16][CH2:17][CH2:18][CH2:19]OCC(F)(F)CCC1C=CC=CC=1>>[Br:1][C:2]1[CH:7]=[CH:6][CH:5]=[C:4]([C:8]([F:11])([F:12])[CH2:9][O:10][CH2:19][CH2:18][CH2:17][CH2:16][CH2:15][CH2:14][Br:13])[CH:3]=1. Procedure details: Obtained from Intermediate 49 (17.6 g, 74 mmol) by the procedure described in Intermediate 3. The crude oil was purified by distillation to yield the title compound as oil of 60% of purity (9.5 g). The distillation residue was purified by column chromatography with silica gel and methylene chloride as eluent to yield a second batch of 1-bromo-3-{2-[(6-bromohexyl)oxy]-1,1-difluoroethyl}benzene of 65% of purity (15.2 g) (overall yield: 53%). The reactants are CI, CN(C)C=O, O=[N+]([O-])c1ccc(NC2CCCCC2)nc1, [H-], [Na+]. The product is CN(c1ccc([N+](=O)[O-])cn1)C1CCCCC1. RXN SMILES: [CH3:19][I:20].[CH3:21][N:22]([CH3:23])[CH:24]=[O:25].[CH:3]1([NH:9][c:10]2[n:11][cH:12][c:13]([N+:16](=[O:17])[O-:18])[cH:14][cH:15]2)[CH2:4][CH2:5][CH2:6][CH2:7][CH2:8]1.[H-:1].[Na+:2]>>[CH:3]1([N:9]([c:10]2[n:11][cH:12][c:13]([N+:16](=[O:17])[O-:18])[cH:14][cH:15]2)[CH3:19])[CH2:4][CH2:5][CH2:6][CH2:7][CH2:8]1. The reactants are C(OCC)(OC(C)[C@@]12[C@H]([C@@H]([C@H]([C@@](OC1)(O2)C2=CC(=C(C=C2)Cl)CC2=CC=C(C=C2)OCC)OCC2=CC=CC=C2)OCC2=CC=CC=C2)OCC2=CC=CC=C2)=O (ethyl 1-[(1R,2S,3S,4R,5S)-2,3,4-tribenzyloxy-5-[4-chloro-3-[(4-ethoxy phenyl)methyl]phenyl]-6,8-dioxabicyclo[3.2.1]octan-1-yl]ethyl carbonate), ClC1=C(C=CC=C1)Cl (o-dichlorobenzene). Reagents/catalysts: [Pd] (Pd/C). The solvent is CO.O1CCCC1 (methanol tetrahydrofuran). Conditions: time 4 hour. Product: C(OC(C)[C@@]12[C@H]([C@@H]([C@H]([C@@](OC1)(O2)C2=CC(=C(C=C2)Cl)CC2=CC=C(C=C2)OCC)O)O)O)(OCC)=O (1-[(1S,2S,3S,4R,5S)-5-[4-chloro-3-[(4-ethoxyphenyl)methyl]phenyl]-2,3,4-trihydroxy-6,8-dioxabicyclo[3.2.1]octan-1-yl]ethyl ethyl carbonate). The yield is 80.7%. Reaction SMILES: [C:1](=[O:57])([O:5][CH:6]([C@:8]12[O:15][C@:12]([C:16]3[CH:21]=[CH:20][C:19]([Cl:22])=[C:18]([CH2:23][C:24]4[CH:29]=[CH:28][C:27]([O:30][CH2:31][CH3:32])=[CH:26][CH:25]=4)[CH:17]=3)([O:13][CH2:14]1)[C@H:11]([O:33]CC1C=CC=CC=1)[C@@H:10]([O:41]CC1C=CC=CC=1)[C@@H:9]2[O:49]CC1C=CC=CC=1)[CH3:7])[O:2][CH2:3][CH3:4].ClC1C=CC=CC=1Cl>[Pd].CO.O1CCCC1>[C:1](=[O:57])([O:2][CH2:3][CH3:4])[O:5][CH:6]([C@:8]12[O:15][C@:12]([C:16]3[CH:21]=[CH:20][C:19]([Cl:22])=[C:18]([CH2:23][C:24]4[CH:29]=[CH:28][C:27]([O:30][CH2:31][CH3:32])=[CH:26][CH:25]=4)[CH:17]=3)([O:13][CH2:14]1)[C@H:11]([OH:33])[C@@H:10]([OH:41])[C@@H:9]2[OH:49])[CH3:7] |f:3.4|. Reported procedure: To a solution of ethyl 1-[(1R,2S,3S,4R,5S)-2,3,4-tribenzyloxy-5-[4-chloro-3-[(4-ethoxy phenyl) methyl]phenyl]-6,8-dioxabicyclo[3.2.1]octan-1-yl]ethyl carbonate 12a (76.3 g, 0.09 mmol) in a methanol/tetrahydrofuran mixture (v/v=4/1, 10 mL) were added o-dichlorobenzene (0.05 mL, 0.48 mmol) and 10% Pd/C (12 mg, 0.01 mmol) at room temperature. The mixture was stirred at room temperature under H2 for 4 hours and filtered. The filtrate was concentrated in vacuo. The residue was purified by silica gel ... The reactants are COC=1C=C(C=CC1)C1C(N(CCCC1)C)=O (Hexahydro-3-(3-methoxyphenyl)-1-methyl-2H-azepin-2-one), [NH2-].[Na+] (sodium amide), C(C)I (ethyl iodide), N (ammonia). Solvent: O1CCCC1 (tetrahydrofuran), C1(=CC=CC=C1)C (toluene), C1(=CC=CC=C1)C (toluene), O (water). Yields the product C(C)C1(C(N(CCCC1)C)=O)C1=CC(=CC=C1)OC (3-Ethyl-hexahydro-3-(3-methoxyphenyl)-1-methyl-2H-azepin-2-one). The yield is 63.0%. Reaction SMILES: [CH3:1][O:2][C:3]1[CH:4]=[C:5]([CH:9]2[CH2:15][CH2:14][CH2:13][CH2:12][N:11]([CH3:16])[C:10]2=[O:17])[CH:6]=[CH:7][CH:8]=1.[NH2-].[Na+].N.[CH2:21](I)[CH3:22]>C1(C)C=CC=CC=1.O.O1CCCC1>[CH2:21]([C:9]1([C:5]2[CH:6]=[CH:7][CH:8]=[C:3]([O:2][CH3:1])[CH:4]=2)[CH2:15][CH2:14][CH2:13][CH2:12][N:11]([CH3:16])[C:10]1=[O:17])[CH3:22] |f:1.2|. Reported procedure: Hexahydro-3-(3-methoxyphenyl)-1-methyl-2H-azepin-2-one (4.66 g) in dry toluene (25 ml) was added dropwise to a stirred suspension of sodium amide (1.0 g) in dry toluene (50 ml). The reaction mixture was heated to reflux, ammonia was evolved and the reaction mixture became red. After refluxing for 2 hours dry tetrahydrofuran (20 ml) was added, the mixture cooled and ethyl iodide (3.7 g) added. A white precipitate was formed and the red colour rapidly disappeared. The reaction mixture was heated u... Starting materials: CC1(C)Oc2ccc(OCCCCOc3c(Cl)cc(OCc4ccccc4)cc3Cl)cc2O1, CCO. Yields the product CC1(C)Oc2ccc(OCCCCOc3c(Cl)cc(O)cc3Cl)cc2O1. RXN SMILES: [CH3:1][C:2]1([CH3:33])[O:3][c:4]2[c:5]([cH:7][cH:8][c:9]([O:11][CH2:12][CH2:13][CH2:14][CH2:15][O:16][c:17]3[c:18]([Cl:32])[cH:19][c:20]([O:24][CH2:25][c:26]4[cH:27][cH:28][cH:29][cH:30][cH:31]4)[cH:21][c:22]3[Cl:23])[cH:10]2)[O:6]1.[CH3:34][CH2:35][OH:36]>>[CH3:1][C:2]1([CH3:33])[O:3][c:4]2[c:5]([cH:7][cH:8][c:9]([O:11][CH2:12][CH2:13][CH2:14][CH2:15][O:16][c:17]3[c:18]([Cl:32])[cH:19][c:20]([OH:24])[cH:21][c:22]3[Cl:23])[cH:10]2)[O:6]1. The reactants are CCc1cc(C2(c3cccc(Br)c3)N=C(N)c3ccccc32)ccn1, OB(O)c1cncnc1. RXN SMILES: [Br:1][c:2]1[cH:3][c:4]([C:8]2([c:18]3[cH:19][c:20]([CH2:24][CH3:25])[n:21][cH:22][cH:23]3)[N:9]=[C:10]([NH2:17])[c:11]3[cH:12][cH:13][cH:14][cH:15][c:16]32)[cH:5][cH:6][cH:7]1.[n:26]1[cH:27][n:28][cH:29][c:30]([B:32]([OH:33])[OH:34])[cH:31]1>>[c:2]1(-[c:30]2[cH:29][n:28][cH:27][n:26][cH:31]2)[cH:3][c:4]([C:8]2([c:18]3[cH:19][c:20]([CH2:24][CH3:25])[n:21][cH:22][cH:23]3)[N:9]=[C:10]([NH2:17])[c:11]3[cH:12][cH:13][cH:14][cH:15][c:16]32)[cH:5][cH:6][cH:7]1. The product is CCc1cc(C2(c3cccc(-c4cncnc4)c3)N=C(N)c3ccccc32)ccn1. Starting materials: C1(=C(C=C(C=C1)C)C)NC(=S)NC (N-2,4-xylyl-N'-methyl-thiourea), C(C)OC(CCl)OCC (chloroacetaldehyde-diethylacetal), [OH-] (hydroxide). Run in Cl (hydrochloric acid). Product: C1(=C(C=C(C=C1)C)C)N=C1SC=CN1C (2-(2,4-xylylimino)-3-methyl-thiazoline). Reaction SMILES: [C:1]1([NH:9][C:10]([NH:12][CH3:13])=[S:11])[CH:6]=[CH:5][C:4]([CH3:7])=[CH:3][C:2]=1[CH3:8].C(OC(O[CH2:21][CH3:22])CCl)C.[OH-]>Cl>[C:1]1([N:9]=[C:10]2[N:12]([CH3:13])[CH:22]=[CH:21][S:11]2)[CH:6]=[CH:5][C:4]([CH3:7])=[CH:3][C:2]=1[CH3:8]. Procedure: 19.4 g (0.1 mole) of N-2,4-xylyl-N'-methyl-thiourea and 15.2 g (0.1 mole) of chloroacetaldehyde-diethylacetal in 150 ml of 2N aqueous hydrochloric acid are refluxed for 1 hour. The clear light-yellow solution is subsequently cooled to room temperature; it is rendered slightly alkaline with 30% aqueous medium hydroxide solution, and extracted with ether. The ether extract is washed with water, dried with sodium sulphate and filtered, and the ether is then distilled off. The oily residue is distil...